The task is: describe an organic reaction: reactants, conditions, products, and yield. This data is from the Open Reaction Database (ORD), a public repository of structured organic reaction records. The reactants are trimethylsilylnitrile, O1CCCC1 (tetrahydrofuran), [F-].C(CCC)[N+](CCCC)(CCCC)CCCC (tetrabutylammonium fluoride), C(C)#N (acetonitrile), BrCC1=NC=C(C(=C1)C(C1=C(C=CC(=C1)F)F)SC1=CC=C(C=C1)Cl)Cl (2-bromomethyl-5-chloro-4-[(4-chlorophenylthio)(2,5-difluorophenyl)methyl]pyridine). Solvent: CCCCCC (hexane). Conditions: time 30 minute. Yields the product ClC=1C(=CC(=NC1)CC#N)C(C1=C(C=CC(=C1)F)F)SC1=CC=C(C=C1)Cl ([5-Chloro-4-[(4-chlorophenylthio)(2,5-difluorophenyl)methyl]pyridin-2-yl]acetonitrile). Isolated yield 85.0%. As a reaction SMILES: O1CCCC1.[F-].[CH2:7]([N+:11](CCCC)(CCCC)CCCC)CCC.C(#N)C.Br[CH2:28][C:29]1[CH:34]=[C:33]([CH:35]([S:44][C:45]2[CH:50]=[CH:49][C:48]([Cl:51])=[CH:47][CH:46]=2)[C:36]2[CH:41]=[C:40]([F:42])[CH:39]=[CH:38][C:37]=2[F:43])[C:32]([Cl:52])=[CH:31][N:30]=1>CCCCCC>[Cl:52][C:32]1[C:33]([CH:35]([S:44][C:45]2[CH:50]=[CH:49][C:48]([Cl:51])=[CH:47][CH:46]=2)[C:36]2[CH:41]=[C:40]([F:42])[CH:39]=[CH:38][C:37]=2[F:43])=[CH:34][C:29]([CH2:28][C:7]#[N:11])=[N:30][CH:31]=1 |f:1.2|. Procedure details: Under an argon atmosphere, trimethylsilylnitrile (0.226 ml, 1.63 mmol) and a tetrahydrofuran solution (1M, 1.63 ml, 1.63 mmol) of tetrabutylammonium fluoride were added sequentially to an acetonitrile (10 ml) solution of 2-bromomethyl-5-chloro-4-[(4-chlorophenylthio)(2,5-difluorophenyl)methyl]pyridine (516 mg, 1.09 mmol) at room temperature. The resulting mixture was stirred for 30 minutes. The reaction mixture was concentrated under reduced pressure. The residue thus obtained was subjected to f... Starting materials: ClC1=CC(=C(C=C1)[N+](=O)[O-])[N+](=O)[O-] (4-chloro-1,2-dinitrobenzene), [O-]CC.[Na+] (sodium ethoxide), [Na] (sodium), CCO (EtOH), Cl.NC1CC2=CC=CC=C2C1 (2-aminoindane hydrochloride). Conditions: time 48 hour. Product: C(C)OC1=CC2=C(NC(N2C2CC3=CC=CC=C3C2)=O)C=C1 (5-Ethoxy-1,3-dihydro-3-(indan-2-yl)-2H-benzimidazol-2-one). RXN SMILES: [O-:1][CH2:2][CH3:3].[Na+].[Na].Cl.[NH2:7][CH:8]1[CH2:16][C:15]2[C:10](=[CH:11][CH:12]=[CH:13][CH:14]=2)[CH2:9]1.Cl[C:18]1[CH:23]=[CH:22][C:21]([N+:24]([O-])=O)=[C:20]([N+]([O-])=O)[CH:19]=1.C[CH2:31][OH:32]>>[CH2:2]([O:1][C:18]1[CH:23]=[CH:22][C:21]2[NH:24][C:31](=[O:32])[N:7]([CH:8]3[CH2:16][C:15]4[C:10](=[CH:11][CH:12]=[CH:13][CH:14]=4)[CH2:9]3)[C:20]=2[CH:19]=1)[CH3:3] |f:0.1,3.4,^1:4|. Procedure: To sodium ethoxide solution, prepared from 0.61 g of sodium in 200 ml of EtOH, are added 26 g of 2-aminoindane hydrochloride and then 20 g of 4-chloro-1,2-dinitrobenzene and the mixture is left stirring for 48 hours at RT. The solvent is evaporated off under vacuum, the residue is extracted with EtOAc, washed with water and dried over Na2SO4, and the solvent is evaporated off under vacuum. 10.3 g of the expected product are obtained after crystallization from EtOH, mp=108° C.